This data is from the Open Reaction Database (ORD), a public repository of structured organic reaction records. The task is: describe an organic reaction: reactants, conditions, products, and yield The reactants are ClC1=NC2=CC=C(C=C2C(N1C)C1=CC=CC=C1)Cl (2,6-dichloro-3,4-dihydro-3-methyl-4-phenylquinazoline), [N-]=[N+]=[N-].[Na+] (sodium azide), ice water. Solvent: CS(=O)C (dimethylsulfoxide). Run at temperature 100 celsius. The product is ClC=1C=C2C(N(C=3N(C2=CC1)N=NN3)C)C3=CC=CC=C3 (7-chloro-4,5-dihydro-4-methyl-5-phenyltetrazolo[1,5-a]quinazoline). Yield: 96.5%. Reaction SMILES: Cl[C:2]1[N:11]([CH3:12])[CH:10]([C:13]2[CH:18]=[CH:17][CH:16]=[CH:15][CH:14]=2)[C:9]2[C:4](=[CH:5][CH:6]=[C:7]([Cl:19])[CH:8]=2)[N:3]=1.[N-:20]=[N+:21]=[N-:22].[Na+]>CS(C)=O>[Cl:19][C:7]1[CH:8]=[C:9]2[C:4](=[CH:5][CH:6]=1)[N:3]1[N:20]=[N:21][N:22]=[C:2]1[N:11]([CH3:12])[CH:10]2[C:13]1[CH:18]=[CH:17][CH:16]=[CH:15][CH:14]=1 |f:1.2|. Procedure details: To a solution of 2.33 g of 2,6-dichloro-3,4-dihydro-3-methyl-4-phenylquinazoline in 30 ml of dimethylsulfoxide was added 1.0 g of sodium azide. The mixture was heated at 100° C. for 3 hours and then poured into ice-water. The precipitate formed was collected by filtration, washed with water and dried to give 2.3 g of 7-chloro-4,5-dihydro-4-methyl-5-phenyltetrazolo[1,5-a]quinazoline, m.p. 280° C.